Dataset: the Open Reaction Database (ORD), a public repository of structured organic reaction records. Task: describe an organic reaction: reactants, conditions, products, and yield Reactants: C(#N)C=1OC=CC1 (2-cyanofuran), solution, C(CCC)[Li] (n-butyllithium), C(C)(C)NC(C)C (diisopropylamine), C(CC(O)(C(=O)O)CC(=O)O)(=O)O (citric acid). Solvent: O1CCCC1 (tetrahydrofuran), CCCCCC (n-hexane), O1CCCC1 (tetrahydrofuran), CN(C=O)C (dimethylformamide), O (water). Conditions: temperature -78 celsius, time 30 minute. Yields the product C(#N)C1=CC=C(O1)C=O (5-Cyanofuran-2-carbaldehyde). Yield: 42.3%. As a reaction SMILES: C([Li])CCC.C(NC(C)C)(C)C.[C:13]([C:15]1[O:16][CH:17]=[CH:18][CH:19]=1)#[N:14].C(O)(=O)C[C:22](CC(O)=O)(C(O)=O)[OH:23]>CCCCCC.O1CCCC1.O.CN(C)C=O>[C:13]([C:15]1[O:16][C:17]([CH:22]=[O:23])=[CH:18][CH:19]=1)#[N:14]. Procedure details: 165 ml (264 mmol) of a 1.6 molar solution of n-butyllithium in n-hexane were added over the course of 20 min to a solution of 26.7 g (264 mmol) of diisopropylamine in 600 ml of tetrahydrofuran cooled to -78° C. The solution was allowed to reach -20° C., again cooled to -75° C. and, at this temperature, a solution of 22.3 g (240 mmol) of 2-cyanofuran in 100 ml of tetrahydrofuran were slowly added dropwise. After stirring for 30 min, 93 ml of dimethylformamide were slowly added dropwise, and the m... Starting materials: OC1CCOCC1, CC(C)OC(=O)N=NC(=O)OC(C)C, C1CCOC1, O=C1OC2(CCN(C(=O)C3(c4ccc(O)cc4)CC3)C2)c2ccncc21, c1ccc(P(c2ccccc2)c2ccccc2)cc1. Yields the product O=C1OC2(CCN(C(=O)C3(c4ccc(OC5CCOCC5)cc4)CC3)C2)c2ccncc21. RXN SMILES: [O:27]1[CH2:28][CH2:29][CH:30]([OH:33])[CH2:31][CH2:32]1.[O:34]=[C:35]([O:36][CH:37]([CH3:38])[CH3:39])[N:40]=[N:41][C:42]([O:43][CH:44]([CH3:45])[CH3:46])=[O:47].[O:67]1[CH2:68][CH2:69][CH2:70][CH2:71]1.[OH:1][c:2]1[cH:3][cH:4][c:5]([C:8]2([C:11](=[O:12])[N:13]3[CH2:14][C:15]4([O:16][C:17](=[O:24])[c:18]5[cH:19][n:20][cH:21][cH:22][c:23]54)[CH2:25][CH2:26]3)[CH2:9][CH2:10]2)[cH:6][cH:7]1.[c:48]1([P:49]([c:50]2[cH:51][cH:52][cH:53][cH:54][cH:55]2)[c:56]2[cH:57][cH:58][cH:59][cH:60][cH:61]2)[cH:62][cH:63][cH:64][cH:65][cH:66]1>>[O:1]([c:2]1[cH:3][cH:4][c:5]([C:8]2([C:11](=[O:12])[N:13]3[CH2:14][C:15]4([O:16][C:17](=[O:24])[c:18]5[cH:19][n:20][cH:21][cH:22][c:23]54)[CH2:25][CH2:26]3)[CH2:9][CH2:10]2)[cH:6][cH:7]1)[CH:30]1[CH2:29][CH2:28][O:27][CH2:32][CH2:31]1. Starting materials: O (water), C(C)(=O)C1(CC2(C3=C(C=CC(=C3C1)OC)OC)SCCS2)O (rac-3'-acetyl-1',2',3',4'-tetrahydro-3'-hydroxy-5',8'-dimethoxyspiro[1,3-dithiolane-2,1'- naphthalene]), C1(=CC=C(C=C1)S(=O)(=O)O)C (toluene-4-sulphonic acid), CC(=O)C (acetone). Procedure details: 2.0 g of rac-3'-acetyl-1',2',3',4'-tetrahydro-3'-hydroxy-5',8'-dimethoxyspiro[1,3-dithiolane-2,1'- naphthalene] [prepared as described in Example 5(I)] were dissolved in 150 ml of benzene containing 15 ml of ethyleneglycol, 80 mg of toluene-4-sulphonic acid and 5 ml of acetone. The mixture was heated under reflux for 6 hours using a Dean-Stark water separator and then cooled to room temperature. The mixture was washed with two 100 ml portions of 10% aqueous potassium hydrogen carbonate and two 1... Solvent: C(C)OCC (diethyl ether), C1=CC=CC=C1 (benzene), C(CO)O (ethyleneglycol). As a reaction SMILES: [C:1]([C:4]1([OH:22])[CH2:13][C:12]2[C:7](=[C:8]([O:16][CH3:17])[CH:9]=[CH:10][C:11]=2[O:14][CH3:15])[C:6]2([S:21][CH2:20][CH2:19][S:18]2)[CH2:5]1)(=[O:3])[CH3:2].C1(C)C=CC(S(O)(=O)=O)=CC=1.[CH3:34][C:35](C)=[O:36].O>C1C=CC=CC=1.C(O)CO.C(OCC)C>[CH2:34]1[CH2:35][O:36][C:1]([C:4]2([OH:22])[CH2:13][C:12]3[C:7](=[C:8]([O:16][CH3:17])[CH:9]=[CH:10][C:11]=3[O:14][CH3:15])[C:6]3([S:21][CH2:20][CH2:19][S:18]3)[CH2:5]2)([CH3:2])[O:3]1. Yields the product C1OC(C)(OC1)C1(CC2(C3=C(C=CC(=C3C1)OC)OC)SCCS2)O (rac-3'-(1,1-ethylenedioxyethyl)-1',2',3',4'-tetrahydro-3'-hydroxy-5',8'-dimethoxyspiro[1,3-dithiolane-2,1'-naphthalene]). The reactants are C1(CC1)N(C(=O)[C@H]1CN(CCO1)C(=O)OC(C)(C)C)[C@H](C)C1=NC2=CC=CC=C2C(N1)=O (tert-butyl (2R)-2-({cyclopropyl[(1R)-1-(4-oxo-3,4-dihydroquinazolin-2-yl)ethyl]amino}carbonyl)morpholin-4-carboxylate), COCCCO (3-methoxy-1-propanol), C1(=CC=CC=C1)P(C1=CC=CC=C1)C1=CC=CC=C1 (triphenylphosphine), N(=NC(=O)OC(C)C)C(=O)OC(C)C (diisopropyl azodicarboxylate). The solvent is O1CCCC1 (tetrahydrofuran). Conditions: time 19 hour. The product is C1(CC1)N(C(=O)[C@H]1CN(CCO1)C(=O)OC(C)(C)C)[C@H](C)C1=NC2=CC=CC=C2C(=N1)CCCOC (tert-butyl (2R)-2-[(cyclopropyl{(1R)-1-[4-(3-methoxypropyl)quinazolin-2-yl]ethyl}amino)carbonyl]morpholin-4-carboxylate). Yield: 38.3%. As a reaction SMILES: [CH:1]1([N:4]([C@@H:20]([C:22]2[NH:31][C:30](=O)[C:29]3[C:24](=[CH:25][CH:26]=[CH:27][CH:28]=3)[N:23]=2)[CH3:21])[C:5]([C@@H:7]2[O:12][CH2:11][CH2:10][N:9]([C:13]([O:15][C:16]([CH3:19])([CH3:18])[CH3:17])=[O:14])[CH2:8]2)=[O:6])[CH2:3][CH2:2]1.[CH3:33][O:34][CH2:35][CH2:36][CH2:37]O.C1(P(C2C=CC=CC=2)C2C=CC=CC=2)C=CC=CC=1.N(C(OC(C)C)=O)=NC(OC(C)C)=O>O1CCCC1>[CH:1]1([N:4]([C@@H:20]([C:22]2[N:31]=[C:30]([CH2:37][CH2:36][CH2:35][O:34][CH3:33])[C:29]3[C:24](=[CH:25][CH:26]=[CH:27][CH:28]=3)[N:23]=2)[CH3:21])[C:5]([C@@H:7]2[O:12][CH2:11][CH2:10][N:9]([C:13]([O:15][C:16]([CH3:18])([CH3:19])[CH3:17])=[O:14])[CH2:8]2)=[O:6])[CH2:3][CH2:2]1. Procedure details: To a solution of tert-butyl (2R)-2-({cyclopropyl[(1R)-1-(4-oxo-3,4-dihydroquinazolin-2-yl)ethyl]amino}carbonyl)morpholin-4-carboxylate (88 mg), 3-methoxy-1-propanol (36 mg) and triphenylphosphine (105 mg) in tetrahydrofuran (4 mL) was added dropwise diisopropyl azodicarboxylate (84 μL) under ice-cooling, and the mixture was stirred at room temperature for 19 hours. The reaction solution was concentrated, and the resulting residue was purified by silica gel column chromatography (eluent: n-hexane... As a reaction SMILES: [Cl:1][C:2]1[CH:7]=[CH:6][CH:5]=[CH:4][C:3]=1[C:8]1[CH:9]=[N:10][C:11]2[N:12]([N:24]=[C:25](SC)[C:26]=2[C:27]([O:29][CH2:30][CH3:31])=[O:28])[C:13]=1[C:14]1[CH:19]=[CH:18][C:17]([C:20]([F:23])([F:22])[F:21])=[CH:16][CH:15]=1.Cl[C:35]1C=CC=C(C(OO)=O)C=1.[S:45]([O-:49])([O-])(=[O:47])=S.[Na+].[Na+]>C(Cl)Cl>[Cl:1][C:2]1[CH:7]=[CH:6][CH:5]=[CH:4][C:3]=1[C:8]1[CH:9]=[N:10][C:11]2[N:12]([N:24]=[C:25]([S:45]([CH3:35])(=[O:49])=[O:47])[C:26]=2[C:27]([O:29][CH2:30][CH3:31])=[O:28])[C:13]=1[C:14]1[CH:15]=[CH:16][C:17]([C:20]([F:22])([F:21])[F:23])=[CH:18][CH:19]=1 |f:2.3.4|. The yield is 91.0%. Reactants: ClC1=C(C=CC=C1)C=1C=NC=2N(C1C1=CC=C(C=C1)C(F)(F)F)N=C(C2C(=O)OCC)SC (6-(2-chlorophenyl)-3-ethoxycarbonyl-7-(4-trifluoromethylphenyl)-2-methylthiopyrazolo[1,5-a]pyrimidine), ClC1=CC(=CC=C1)C(=O)OO (m-chloroperbenzoic acid), S(=S)(=O)([O-])[O-].[Na+].[Na+] (sodium thiosulfate). Conditions: time 3 hour. Procedure: To a solution of 6-(2-chlorophenyl)-3-ethoxycarbonyl-7-(4-trifluoromethyl-phenyl)-2-methylthiopyrazolo[1,5-a]pyrimidine (compound obtained in Reference Example A5; 11.0 g) in methylene chloride (400 mL) was added m-chloroperbenzoic acid (16.5 g) at 0° C., and the mixture was stirred at room temperature for 3 hours. To the reaction mixture was added dropwise an aqueous sodium thiosulfate solution at 0° C. under stirring, and the mixture was extracted with ethyl acetate. The organic layer was drie... Yields the product ClC1=C(C=CC=C1)C=1C=NC=2N(C1C1=CC=C(C=C1)C(F)(F)F)N=C(C2C(=O)OCC)S(=O)(=O)C (6-(2-chlorophenyl)-3-ethoxycarbonyl-7-(4-trifluoromethylphenyl)-2-methylsulfonylpyrazolo[1,5-a]pyrimidine). Solvent: C(Cl)Cl (methylene chloride). The product is Cc1cc(F)ccc1-c1cc(N2CCSCC2)ncc1C(N)=O. Reaction SMILES: [C:1]([CH3:2])([CH3:3])([CH3:4])[NH:5][C:6]([c:7]1[cH:8][n:9][c:10]([N:21]2[CH2:22][CH2:23][S:24][CH2:25][CH2:26]2)[cH:11][c:12]1-[c:13]1[c:14]([CH3:20])[cH:15][c:16]([F:19])[cH:17][cH:18]1)=[O:27].[CH3:28][S:29](=[O:30])(=[O:31])[OH:32].[CH3:33][c:34]1[cH:35][cH:36][cH:37][cH:38][cH:39]1>>[NH2:5][C:6]([c:7]1[cH:8][n:9][c:10]([N:21]2[CH2:22][CH2:23][S:24][CH2:25][CH2:26]2)[cH:11][c:12]1-[c:13]1[c:14]([CH3:20])[cH:15][c:16]([F:19])[cH:17][cH:18]1)=[O:27]. Starting materials: Cc1cc(F)ccc1-c1cc(N2CCSCC2)ncc1C(=O)NC(C)(C)C, CS(=O)(=O)O, Cc1ccccc1. The reactants are c1cc(c(c(c1I)C(C)=O)Cl)F. The reagents and catalysts are c1ccc(cc1)-c2c3ccccc3cc4ccccc24 (9-Phenylanthracene), [O-]P(=O)([O-])[O-].[K+].[K+].[K+] (K3PO4), Naud SL-N011-2, [Ru]1(I[Ru](I1)I)I.C1(CCC(CC1)C)C(C)C.C1(CCC(CC1)C)C(C)C ([RuI2(C10H14)]2). Run in CC(C)O (IPA). Conditions: temperature 75 celsius, time 18 hour. Product: C[C@H](O)c1c(I)ccc(F)c1Cl. As a reaction SMILES: [CH3:1][C:2]([c:4]1[c:11]([I:12])[cH:10][cH:9][c:7]([F:8])[c:5]1[Cl:6])=[O:3]>>[CH3:1][C@@H:2]([c:4]1[c:5]([Cl:6])[c:7]([F:8])[cH:9][cH:10][c:11]1[I:12])[OH:3].